Dataset: the Open Reaction Database (ORD), a public repository of structured organic reaction records. Task: describe an organic reaction: reactants, conditions, products, and yield The reactants are CCCOc1nsc(NC(=O)C(C)C)c1C#N, [NH4+], [OH-], O, O=S(=O)(O)O. Product: CCCOc1nsc(NC(=O)C(C)C)c1C(N)=O. RXN SMILES: [C:1](#[N:2])[c:3]1[c:4]([O:14][CH2:15][CH2:16][CH3:17])[n:5][s:6][c:7]1[NH:8][C:9]([CH:10]([CH3:11])[CH3:12])=[O:13].[NH4+:19].[OH-:20].[OH2:18].[S:21](=[O:22])(=[O:23])([OH:24])[OH:25]>>[C:1]([NH2:2])([c:3]1[c:4]([O:14][CH2:15][CH2:16][CH3:17])[n:5][s:6][c:7]1[NH:8][C:9]([CH:10]([CH3:11])[CH3:12])=[O:13])=[O:18]. Starting materials: CC(C)(C)OC(=O)CN(CF)C(=O)c1ccccc1, O=C(O)C(F)(F)F. The product is O=C(O)CN(CF)C(=O)c1ccccc1. RXN SMILES: [C:1]([CH3:2])([CH3:3])([CH3:4])[O:5][C:6]([CH2:7][N:8]([C:9]([c:10]1[cH:11][cH:12][cH:13][cH:14][cH:15]1)=[O:16])[CH2:17][F:18])=[O:19].[OH:20][C:21]([C:22]([F:23])([F:24])[F:25])=[O:26]>>[O:5]=[C:6]([CH2:7][N:8]([C:9]([c:10]1[cH:11][cH:12][cH:13][cH:14][cH:15]1)=[O:16])[CH2:17][F:18])[OH:19].